describe an organic reaction: reactants, conditions, products, and yield From a dataset of the Open Reaction Database (ORD), a public repository of structured organic reaction records. RXN SMILES: [C:37](=[O:38])([O-:39])[O-:40].[CH3:44][N:45]([CH3:46])[CH:47]=[O:48].[Cs+:41].[Cs+:42].[F:1][C:2]([F:3])([F:4])[S:5]([O:6][CH2:7][C:8]12[CH2:9][CH:10]3[CH2:11][CH:12]([CH2:13][CH:14]([CH2:15]1)[CH2:16]3)[CH2:17]2)(=[O:18])=[O:19].[OH2:43].[OH:20][c:21]1[cH:22][cH:23][c:24]([CH2:27][CH2:28][NH:29][C:30]([O:31][C:32]([CH3:33])([CH3:34])[CH3:35])=[O:36])[cH:25][cH:26]1>>[O:6]([CH2:7][C:8]12[CH2:9][CH:10]3[CH2:11][CH:12]([CH2:13][CH:14]([CH2:15]1)[CH2:16]3)[CH2:17]2)[c:21]1[cH:22][cH:23][c:24]([CH2:27][CH2:28][NH:29][C:30]([O:31][C:32]([CH3:33])([CH3:34])[CH3:35])=[O:36])[cH:25][cH:26]1. The reactants are O=C([O-])[O-], CN(C)C=O, [Cs+], [Cs+], O=S(=O)(OCC12CC3CC(CC(C3)C1)C2)C(F)(F)F, O, CC(C)(C)OC(=O)NCCc1ccc(O)cc1. Product: CC(C)(C)OC(=O)NCCc1ccc(OCC23CC4CC(CC(C4)C2)C3)cc1.